This data is from the Open Reaction Database (ORD), a public repository of structured organic reaction records. The task is: describe an organic reaction: reactants, conditions, products, and yield Starting materials: C(\C=C\C#C)O ((2E)-Pent-2-en-4-yn-1-ol), C(#N)[Cu] (CuCN), [H][H] (hydrogen), C(CCC)[Li] (n-Butyl-lithium), [SnH](CCCC)(CCCC)CCCC (n-Bu3SnH), [NH4+].[OH-].[NH4+].[Cl-] (NH4OH NH4Cl). Run in C1CCOC1 (THF). Run at temperature -78 celsius, time 45 minute. The product is C(CCC)[Sn](/C=C/C=C/CO)(CCCC)CCCC ((2E,4E)-5-(tri-n-Butylstannyl)penta-2,4-dien-1-ol). Reaction SMILES: C([Cu])#N.C([Li])CCC.[SnH:9]([CH2:18][CH2:19][CH2:20][CH3:21])([CH2:14][CH2:15][CH2:16][CH3:17])[CH2:10][CH2:11][CH2:12][CH3:13].[H][H].[CH2:24]([OH:29])/[CH:25]=[CH:26]/[C:27]#[CH:28].[NH4+].[OH-].[NH4+].[Cl-]>C1COCC1>[CH2:18]([Sn:9]([CH2:10][CH2:11][CH2:12][CH3:13])([CH2:14][CH2:15][CH2:16][CH3:17])/[CH:28]=[CH:27]/[CH:26]=[CH:25]/[CH2:24][OH:29])[CH2:19][CH2:20][CH3:21] |f:5.6.7.8|. Procedure: CuCN (0.63 g, 7.06 mmol) is introduced into a round-bottomed flask placed under argon, THF (18 ml) is then added and the mixture is cooled to −78° C. n-Butyl-lithium (1.6M, 8.8 ml, 14.01 mmol) is then added dropwise and the mixture is allowed to return slowly to room temperature. The mixture is again cooled to −78° C. and n-Bu3SnH (3.8 ml, 14.01 mmol) is added, and the mixture is stirred for 10 minutes, during which the hydrogen is discharged. (2E)-Pent-2-en-4-yn-1-ol (0.50 g, 6.09 mmol) is then... Reactants: COc1cc(OC)cc(N2CCNCC2)c1, CCOC(=O)Nc1nc2cc(F)ccc2nc1OC. The product is COc1cc(OC)cc(N2CCN(C(=O)Nc3nc4cc(F)ccc4nc3OC)CC2)c1. Reaction SMILES: [CH3:20][O:21][c:22]1[cH:23][c:24]([N:30]2[CH2:31][CH2:32][NH:33][CH2:34][CH2:35]2)[cH:25][c:26]([O:28][CH3:29])[cH:27]1.[F:1][c:2]1[cH:3][c:4]2[n:5][c:6]([NH:14][C:15]([O:16][CH2:17][CH3:18])=[O:19])[c:7]([O:12][CH3:13])[n:8][c:9]2[cH:10][cH:11]1>>[F:1][c:2]1[cH:3][c:4]2[n:5][c:6]([NH:14][C:15](=[O:19])[N:33]3[CH2:32][CH2:31][N:30]([c:24]4[cH:23][c:22]([O:21][CH3:20])[cH:27][c:26]([O:28][CH3:29])[cH:25]4)[CH2:35][CH2:34]3)[c:7]([O:12][CH3:13])[n:8][c:9]2[cH:10][cH:11]1. Starting materials: ClC=1C=C(C=2C=CC(=NC2C1O)C)S(=O)(=O)O (7-Chloro-8-hydroxy-2-methyl-quinoline-5-sulfonic acid), C(=O)(O)[O-].[Na+] (NaHCO3). Run in C(C)(=O)O (acetic acid), S(O)(O)(=O)=O (sulfuric acid), O (water). Product: ClC1=CC=C2C=CC(=NC2=C1O)C (7-Chloro-2-methyl-quinolin-8-ol). Isolated yield 82.3%. Reaction SMILES: [Cl:1][C:2]1[CH:3]=[C:4](S(O)(=O)=O)[C:5]2[CH:6]=[CH:7][C:8]([CH3:13])=[N:9][C:10]=2[C:11]=1[OH:12].C([O-])(O)=O.[Na+]>C(O)(=O)C.S(=O)(=O)(O)O.O>[Cl:1][C:2]1[C:11]([OH:12])=[C:10]2[C:5]([CH:6]=[CH:7][C:8]([CH3:13])=[N:9]2)=[CH:4][CH:3]=1 |f:1.2|. Reported procedure: 7-Chloro-8-hydroxy-2-methyl-quinoline-5-sulfonic acid (5.50 g, 20.09 mmol) was dissolved in acetic acid (30 ml) and sulfuric acid (3 ml), and the resulting solution was heated to 130° C. for 72 hours. Upon cooling, the reaction mixture was diluted with water (300 ml) and neutralized by the addition of solid NaHCO3. The aqueous phase was extracted with EtOAc. The combined organic layers were washed with brine, dried over Na2SO4, filtered and concentrated in vacuo. The residue was purified via fla... The reactants are CCOc1cc(C(C)(C)C)ncc1C1=NC(C)(c2ccc(Cl)cc2)C(C)(c2ccc(Cl)cc2)N1C(=O)N1CCN(CC(=O)O)CC1, COCCNCCOC, Cl. The product is CCOc1cc(C(C)(C)C)ncc1C1=NC(C)(c2ccc(Cl)cc2)C(C)(c2ccc(Cl)cc2)N1C(=O)N1CCN(CC(=O)N(CCOC)CCOC)CC1. RXN SMILES: [C:2]([CH3:3])([CH3:4])([CH3:5])[c:6]1[cH:7][c:8]([O:45][CH2:46][CH3:47])[c:9]([C:12]2=[N:16][C:15]([CH3:17])([c:18]3[cH:19][cH:20][c:21]([Cl:24])[cH:22][cH:23]3)[C:14]([CH3:25])([c:26]3[cH:27][cH:28][c:29]([Cl:32])[cH:30][cH:31]3)[N:13]2[C:33](=[O:34])[N:35]2[CH2:36][CH2:37][N:38]([CH2:41][C:42](=[O:43])[OH:44])[CH2:39][CH2:40]2)[cH:10][n:11]1.[CH3:48][O:49][CH2:50][CH2:51][NH:52][CH2:53][CH2:54][O:55][CH3:56].[ClH:1]>>[C:2]([CH3:3])([CH3:4])([CH3:5])[c:6]1[cH:7][c:8]([O:45][CH2:46][CH3:47])[c:9]([C:12]2=[N:16][C:15]([CH3:17])([c:18]3[cH:19][cH:20][c:21]([Cl:24])[cH:22][cH:23]3)[C:14]([CH3:25])([c:26]3[cH:27][cH:28][c:29]([Cl:32])[cH:30][cH:31]3)[N:13]2[C:33](=[O:34])[N:35]2[CH2:36][CH2:37][N:38]([CH2:41][C:42](=[O:44])[N:52]([CH2:51][CH2:50][O:49][CH3:48])[CH2:53][CH2:54][O:55][CH3:56])[CH2:39][CH2:40]2)[cH:10][n:11]1. Starting materials: C(=O)(N1C=NC=C1)N1C=NC=C1 (carbonyldiimidazole), N1=C(C=CC=C1)C(=O)O (picolinic acid), [OH-].[Na+] (NaOH), NC1=CC=CC=C1 (Aniline). Run in CN(C=O)C (dimethylformamide), O (water). Run at time 30 minute. The product is C1(=CC=CC=C1)NC(=O)C1=NC=CC=C1 (N-Phenyl-2-pyridinecarboxamide). The yield is 32.3%. As a reaction SMILES: C(N1C=CN=C1)(N1C=CN=C1)=O.[N:13]1[CH:18]=[CH:17][CH:16]=[CH:15][C:14]=1[C:19]([OH:21])=O.[NH2:22][C:23]1[CH:28]=[CH:27][CH:26]=[CH:25][CH:24]=1.[OH-].[Na+]>CN(C)C=O.O>[C:23]1([NH:22][C:19]([C:14]2[CH:15]=[CH:16][CH:17]=[CH:18][N:13]=2)=[O:21])[CH:28]=[CH:27][CH:26]=[CH:25][CH:24]=1 |f:3.4|. Reported procedure: To a solution of carbonyldiimidazole (8.10 g) in dry dimethylformamide (100 mL) under N2 atmosphere, was added the picolinic acid (15.0 g) portionwise, then stirred for 30 minutes. Aniline (10.93 mL) was added rapidly dropwise, then stirred for 18 hours at room temperature. The reaction mixture was poured into water (400 mL), basified with 2.5N NaOH (25 mL) and stirred for 30 minutes while solid precipitated. The solid was collected by vacuum filtration, washed with water, and dried in vacuo. Th...